This data is from the Open Reaction Database (ORD), a public repository of structured organic reaction records. The task is: describe an organic reaction: reactants, conditions, products, and yield Starting materials: COc1cc2nccc(Oc3ccc(N)cc3)c2cc1OC, Cc1ccccc1, CC(N=C=O)c1cccc2ccccc12. The product is COc1cc2nccc(Oc3ccc(NC(=O)NC(C)c4cccc5ccccc45)cc3)c2cc1OC. RXN SMILES: [CH3:1][O:2][c:3]1[cH:4][c:5]2[c:6]([O:15][c:16]3[cH:17][cH:18][c:19]([NH2:22])[cH:20][cH:21]3)[cH:7][cH:8][n:9][c:10]2[cH:11][c:12]1[O:13][CH3:14].[CH3:38][c:39]1[cH:40][cH:41][cH:42][cH:43][cH:44]1.[c:23]1([CH:33]([CH3:34])[N:35]=[C:36]=[O:37])[cH:24][cH:25][cH:26][c:27]2[cH:28][cH:29][cH:30][cH:31][c:32]12>>[CH3:1][O:2][c:3]1[cH:4][c:5]2[c:6]([O:15][c:16]3[cH:17][cH:18][c:19]([NH:22][C:36]([NH:35][CH:33]([c:23]4[cH:24][cH:25][cH:26][c:27]5[cH:28][cH:29][cH:30][cH:31][c:32]45)[CH3:34])=[O:37])[cH:20][cH:21]3)[cH:7][cH:8][n:9][c:10]2[cH:11][c:12]1[O:13][CH3:14]. The reactants are CC(C)=CCCl, CCBr, [Cl-], Clc1ccc(Cl)cc1, I, [Mg], [NH4+], C1CCOC1. The product is CC(C)=CCc1ccc(Cl)cc1. As a reaction SMILES: [CH2:14]([CH:15]=[C:16]([CH3:17])[CH3:18])[Cl:19].[CH2:3]([Br:4])[CH3:5].[Cl-:20].[Cl:6][c:7]1[cH:8][cH:9][c:10]([Cl:13])[cH:11][cH:12]1.[I:2].[Mg:1].[NH4+:21].[O:22]1[CH2:23][CH2:24][CH2:25][CH2:26]1>>[c:7]1([CH2:14][CH:15]=[C:16]([CH3:17])[CH3:18])[cH:8][cH:9][c:10]([Cl:13])[cH:11][cH:12]1. The reactants are CC(C)(C)C(=O)Nc1c(O)cc(Br)cc1C(=O)O, CC(=O)O, O=[N+]([O-])O. The product is CC(C)(C)C(=O)Nc1c(O)cc(Br)c([N+](=O)[O-])c1C(=O)O. As a reaction SMILES: [Br:1][c:2]1[cH:3][c:4]([OH:18])[c:5]([NH:11][C:12]([C:13]([CH3:14])([CH3:15])[CH3:16])=[O:17])[c:6]([C:7](=[O:8])[OH:9])[cH:10]1.[CH3:23][C:24](=[O:25])[OH:26].[OH:19][N+:20]([O-:21])=[O:22]>>[Br:1][c:2]1[cH:3][c:4]([OH:18])[c:5]([NH:11][C:12]([C:13]([CH3:14])([CH3:15])[CH3:16])=[O:17])[c:6]([C:7](=[O:8])[OH:9])[c:10]1[N+:20](=[O:19])[O-:21]. The reactants are C(C)OC=1C(C(CCC1)C(C(=O)OCC)=O)=O (ethyl (3-ethoxy-2-oxocyclohex-3-en-1-yl)(oxo)acetate), O.NN (hydrazine hydrate). The solvent is C(C)O (ethanol). Reaction conditions: time 5 hour. The product is C(C)OC1=CCCC=2C(=NNC12)C(=O)OCC (Ethyl 7-ethoxy-4,5-dihydro-1H-indazole-3-carboxylate). Yield: 67.7%. Reaction SMILES: [CH2:1]([O:3][C:4]1[C:5](=O)[CH:6]([C:10](=O)[C:11]([O:13][CH2:14][CH3:15])=[O:12])[CH2:7][CH2:8][CH:9]=1)[CH3:2].O.[NH2:19][NH2:20]>C(O)C>[CH2:1]([O:3][C:4]1[C:5]2[NH:20][N:19]=[C:10]([C:11]([O:13][CH2:14][CH3:15])=[O:12])[C:6]=2[CH2:7][CH2:8][CH:9]=1)[CH3:2] |f:1.2|. Reported procedure: 1.2 g (5 mmol) of ethyl (3-ethoxy-2-oxocyclohex-3-en-1-yl)(oxo)acetate were dissolved in 20 mL of ethanol and 25 mL (5.2 mmol) of hydrazine hydrate 98% were added dropwise. The solution was stirred at room temperature for 5 hours, then heated at 60° C. for further 5 hours. The solvent was removed in vacuo and the residue taken up with diethyl ether and the resulting precipitate collected by filtration giving 0.8 g of the title compound, that was employed in the next step without any further puri... The reactants are [C-]#N, CC(=O)N1CCN(c2ccc(Nc3ncc(C(N)=O)c(N4CCC(CN)CC4)n3)cc2)CC1, CC#N, [K+], O. The product is CC(=O)N1CCN(c2ccc(Nc3ncc(C(N)=O)c(N4CCC(CNC(N)=O)CC4)n3)cc2)CC1. Reaction SMILES: [C-:34]#[N:35].[C:1]([CH3:2])(=[O:3])[N:4]1[CH2:5][CH2:6][N:7]([c:10]2[cH:11][cH:12][c:13]([NH:16][c:17]3[n:18][cH:19][c:20]([C:31](=[O:32])[NH2:33])[c:21]([N:23]4[CH2:24][CH2:25][CH:26]([CH2:29][NH2:30])[CH2:27][CH2:28]4)[n:22]3)[cH:14][cH:15]2)[CH2:8][CH2:9]1.[CH3:38][C:39]#[N:40].[K+:36].[OH2:37]>>[C:1]([CH3:2])(=[O:3])[N:4]1[CH2:5][CH2:6][N:7]([c:10]2[cH:11][cH:12][c:13]([NH:16][c:17]3[n:18][cH:19][c:20]([C:31](=[O:32])[NH2:33])[c:21]([N:23]4[CH2:24][CH2:25][CH:26]([CH2:29][NH:30][C:34]([NH2:35])=[O:37])[CH2:27][CH2:28]4)[n:22]3)[cH:14][cH:15]2)[CH2:8][CH2:9]1. Reaction SMILES: [CH2:32]1[O:33][CH2:34][CH2:35][O:36][CH2:37]1.[Cl:1][c:2]1[cH:3][c:4](-[c:12]2[n:13][c:14](-[c:17]3[cH:18][cH:19][cH:20][c:21]4[c:22]([CH:27]=[CH:28][O:29][CH3:30])[cH:23][n:24]([CH3:26])[c:25]34)[n:15][o:16]2)[cH:5][cH:6][c:7]1[O:8][CH:9]([CH3:10])[CH3:11].[ClH:31].[OH2:38]>>[Cl:1][c:2]1[cH:3][c:4](-[c:12]2[n:13][c:14](-[c:17]3[cH:18][cH:19][cH:20][c:21]4[c:22]([CH2:27][CH:28]=[O:29])[cH:23][n:24]([CH3:26])[c:25]34)[n:15][o:16]2)[cH:5][cH:6][c:7]1[O:8][CH:9]([CH3:10])[CH3:11]. The product is CC(C)Oc1ccc(-c2nc(-c3cccc4c(CC=O)cn(C)c34)no2)cc1Cl. Starting materials: C1COCCO1, COC=Cc1cn(C)c2c(-c3noc(-c4ccc(OC(C)C)c(Cl)c4)n3)cccc12, Cl, O.